Dataset: the Open Reaction Database (ORD), a public repository of structured organic reaction records. Task: describe an organic reaction: reactants, conditions, products, and yield The reactants are C(C)(=O)C=1N=C(N(C1C#N)CC1=CC=C(C=C1)C1=C(C=CC=C1)C(=O)OC(C)(C)C)CCCC (4-acetyl-1-[(2'-t-butoxycarbonylbiphenyl-4-yl)methyl]-2-butyl-5-cyanoimidazole), solution, Cl (hydrogen chloride). Solvent: O1CCOCC1 (dioxane). Reaction conditions: time 8 hour. Product: C(C)(=O)C=1N=C(N(C1C#N)CC1=CC=C(C=C1)C1=C(C=CC=C1)C(=O)O)CCCC (4-Acetyl-2-butyl-1-[(2'-carboxybiphenyl-4-yl)methyl]-5-cyanoimidazole). Yield: 96.4%. As a reaction SMILES: [C:1]([C:4]1[N:5]=[C:6]([CH2:31][CH2:32][CH2:33][CH3:34])[N:7]([CH2:11][C:12]2[CH:17]=[CH:16][C:15]([C:18]3[CH:23]=[CH:22][CH:21]=[CH:20][C:19]=3[C:24]([O:26]C(C)(C)C)=[O:25])=[CH:14][CH:13]=2)[C:8]=1[C:9]#[N:10])(=[O:3])[CH3:2].Cl>O1CCOCC1>[C:1]([C:4]1[N:5]=[C:6]([CH2:31][CH2:32][CH2:33][CH3:34])[N:7]([CH2:11][C:12]2[CH:17]=[CH:16][C:15]([C:18]3[CH:23]=[CH:22][CH:21]=[CH:20][C:19]=3[C:24]([OH:26])=[O:25])=[CH:14][CH:13]=2)[C:8]=1[C:9]#[N:10])(=[O:3])[CH3:2]. Procedure details: A solution of 1.3 g of 4-acetyl-1-[(2'-t-butoxycarbonylbiphenyl-4-yl)methyl]-2-butyl-5-cyanoimidazole [prepared as described in step (a) above] in 30 ml of a 4N solution of hydrogen chloride in dioxane was allowed to stand overnight at room temperature, after which it was concentrated by evaporation under reduced pressure. The concentrate was purified by column chromatography through silica gel, using a 10:1 by volume mixture of methylene chloride and methanol as the eluent, to give a colorless ... Reactants: CCO, CCN(C(C)C)C(C)C, NCC1CC1, CC(C)n1cnc2c(Cl)nc(F)nc21. Yields the product CC(C)n1cnc2c(NCC3CC3)nc(F)nc21. As a reaction SMILES: [CH3:29][CH2:30][OH:31].[CH:15]([N:16]([CH:17]([CH3:18])[CH3:19])[CH2:20][CH3:21])([CH3:22])[CH3:23].[CH:24]1([CH2:27][NH2:28])[CH2:25][CH2:26]1.[Cl:1][c:2]1[c:3]2[n:4][cH:5][n:6]([CH:12]([CH3:13])[CH3:14])[c:7]2[n:8][c:9]([F:11])[n:10]1>>[c:2]1([NH:28][CH2:27][CH:24]2[CH2:25][CH2:26]2)[c:3]2[n:4][cH:5][n:6]([CH:12]([CH3:13])[CH3:14])[c:7]2[n:8][c:9]([F:11])[n:10]1. Reactants: S (Hydrogen sulphide), C(#N)N=C1NCCCN1 (2-(N-cyanimino)-hexahydropyrimidine), [OH-].[Na+] (NaOH). Run in O (water). Conditions: temperature 45 celsius, time 27.5 hour. Yields the product C(N)(=S)N=C1NCCCN1 (2-(N-Thiocarbamoylimino)-hexahydropyrimidine). Yield: 94.0%. As a reaction SMILES: [SH2:1].[C:2]([N:4]=[C:5]1[NH:10][CH2:9][CH2:8][CH2:7][NH:6]1)#[N:3].[OH-].[Na+]>O>[C:2]([N:4]=[C:5]1[NH:10][CH2:9][CH2:8][CH2:7][NH:6]1)(=[S:1])[NH2:3] |f:2.3|. Reported procedure: Hydrogen sulphide is first passed into a solution of 190 g (1.53 mols) of 2-(N-cyanimino)-hexahydropyrimidine (a) in 760 ml of water at 75° C. for 12 hours; and then at 65°-70° C. for another 25-30 hours. (On the second day, some of the precipitate no longer dissolves). The suspension is then warmed to 45° C. and 46 ml of 40% strength NaOH are added. Stirring is continued for 30 minutes and the residue is ground and filtered off with suction. After drying, 228 g (94%) of product are obtained. Me...